This data is from the Open Reaction Database (ORD), a public repository of structured organic reaction records. The task is: describe an organic reaction: reactants, conditions, products, and yield The reactants are C(C)OC(=O)C1=CC=C(C=C1)C1=CC=C(C=C1)O (4'-hydroxybiphenyl-4-carboxylic acid ethyl ester), BrCCCCCCCCCCCCCCCCBr (1,16-dibromohexadecane), C([O-])([O-])=O.[K+].[K+] (potassium carbonate). Run in CC(=O)C (acetone). The product is C(C)OC(=O)C1=CC=C(C=C1)C1=CC=C(C=C1)OCCCCCCCCCCCCCCCCBr (4'-(16-bromohexadecyloxy)biphenyl-4-carboxylic acid ethyl ester). Yield: 70.1%. As a reaction SMILES: [CH2:1]([O:3][C:4]([C:6]1[CH:11]=[CH:10][C:9]([C:12]2[CH:17]=[CH:16][C:15]([OH:18])=[CH:14][CH:13]=2)=[CH:8][CH:7]=1)=[O:5])[CH3:2].[Br:19][CH2:20][CH2:21][CH2:22][CH2:23][CH2:24][CH2:25][CH2:26][CH2:27][CH2:28][CH2:29][CH2:30][CH2:31][CH2:32][CH2:33][CH2:34][CH2:35]Br.C(=O)([O-])[O-].[K+].[K+]>CC(C)=O>[CH2:1]([O:3][C:4]([C:6]1[CH:11]=[CH:10][C:9]([C:12]2[CH:13]=[CH:14][C:15]([O:18][CH2:35][CH2:34][CH2:33][CH2:32][CH2:31][CH2:30][CH2:29][CH2:28][CH2:27][CH2:26][CH2:25][CH2:24][CH2:23][CH2:22][CH2:21][CH2:20][Br:19])=[CH:16][CH:17]=2)=[CH:8][CH:7]=1)=[O:5])[CH3:2] |f:2.3.4|. Procedure: An acetone solution of 90 m moles(21.8 g) of 4'-hydroxybiphenyl-4-carboxylic acid ethyl ester obtained in Example 24, 0.15 mole(57.6 g) of 1,16-dibromohexadecane, and 0.4 mole(55.3 g) of potassium carbonate was refluxed for four hours. The reaction solution was filtered. The filtrate was concentrated, and then purified by column chromatography to obtain 34.4 g of 4'-(16-bromohexadecyloxy)biphenyl-4-carboxylic acid ethyl ester. (yield: 70%)